Dataset: the Open Reaction Database (ORD), a public repository of structured organic reaction records. Task: describe an organic reaction: reactants, conditions, products, and yield Reactants: BrC1=CN(C=2CC(CC(C12)=O)(C)C)C1=NC=CC=C1 (3-bromo-6,6-dimethyl-1-(pyridin-2-yl)-4,5,6,7-tetrahydroindol-4-one), NC1=CC=CC=C1 (aniline), CC(C)([O-])C.[Na+] (sodium tert-butoxide), (R)-(+)-2,2′-bis(diphenylphosphino)-1,1-binaphthyl. Run in C1(=CC=CC=C1)C (toluene). The product is CC1(CC(C=2C(=CN(C2C1)C1=NC=CC=C1)NC1=CC=CC=C1)=O)C (6,6-Dimethyl-3-phenylamino-1-(pyridin-2-yl)-4,5,6,7-tetrahydroindol-4-one). Yield: 43.4%. As a reaction SMILES: Br[C:2]1[C:10]2[C:9](=[O:11])[CH2:8][C:7]([CH3:13])([CH3:12])[CH2:6][C:5]=2[N:4]([C:14]2[CH:19]=[CH:18][CH:17]=[CH:16][N:15]=2)[CH:3]=1.[NH2:20][C:21]1[CH:26]=[CH:25][CH:24]=[CH:23][CH:22]=1.CC(C)([O-])C.[Na+]>C1(C)C=CC=CC=1>[CH3:12][C:7]1([CH3:13])[CH2:6][C:5]2[N:4]([C:14]3[CH:19]=[CH:18][CH:17]=[CH:16][N:15]=3)[CH:3]=[C:2]([NH:20][C:21]3[CH:26]=[CH:25][CH:24]=[CH:23][CH:22]=3)[C:10]=2[C:9](=[O:11])[CH2:8]1 |f:2.3|. Reported procedure: A suspension of 3-bromo-6,6-dimethyl-1-(pyridin-2-yl)-4,5,6,7-tetrahydroindol-4-one (50 mg, 0.16mmol), aniline (17 μL, 0.19 mmol), sodium tert-butoxide (18 mg, 0.19 mmol) tris(dibenzylideneacetone)dipalladium (7.2 mg, 0.008mmol) and (R)-(+)-2,2′-bis(diphenylphosphino)-1,1-binaphthyl (9.8 mg, 0.016 mmol) in toluene (3 mL) was heated at reflux for 3 h. The toluene was evaporated and the residue chromatographed on silica gel, eluting with isohexane: EtOAc (9:1→4:1). The title compound (23 mg, 43%) ...